From a dataset of the Open Reaction Database (ORD), a public repository of structured organic reaction records. describe an organic reaction: reactants, conditions, products, and yield Starting materials: N1(C=NC=C1)C1=CC=C(OCCO)C=C1 (2-[4-(1H-imidazol-1-yl)phenoxy]ethanol), [H-].[Na+] (sodium hydride), C([O-])([O-])=O.[Na+].[Na+] (sodium carbonate), CN(S(=O)(=O)Cl)C (dimethylsulfamoyl chloride). Run in CN(C=O)C (N,N-dimethylformamide), O (water). Conditions: time 3 hour. Yields the product N1(C=NC=C1)C1=CC=C(OCCOS(N(C)C)(=O)=O)C=C1 (Dimethylsulfamic acid 2-[4-(1H-imidazol-1-yl)phenoxy]ethyl ester). RXN SMILES: [N:1]1([C:6]2[CH:15]=[CH:14][C:9]([O:10][CH2:11][CH2:12][OH:13])=[CH:8][CH:7]=2)[CH:5]=[CH:4][N:3]=[CH:2]1.[H-].[Na+].[CH3:18][N:19]([CH3:24])[S:20](Cl)(=[O:22])=[O:21].C(=O)([O-])[O-].[Na+].[Na+]>CN(C)C=O.O>[N:1]1([C:6]2[CH:15]=[CH:14][C:9]([O:10][CH2:11][CH2:12][O:13][S:20](=[O:22])(=[O:21])[N:19]([CH3:24])[CH3:18])=[CH:8][CH:7]=2)[CH:5]=[CH:4][N:3]=[CH:2]1 |f:1.2,4.5.6|. Procedure: To a solution of 15.0 g (0.074 mol) of 2-[4-(1H-imidazol-1-yl)phenoxy]ethanol in 100 mL of N,N-dimethylformamide (DMF) was added 3.8 g (0.1 mol) of sodium hydride (60% oil dispersion) portionwise and the mixture was stirred at ambient temperature for 3 h. To this mixture was added 13.7 g (0.1 mol) of dimethylsulfamoyl chloride and the mixture was stirred at ambient temperature overnight. The reaction mixture was poured into 1.2 L of water and its pH was adjusted to 10 with sodium carbonate. The ... Starting materials: ClC=1C=C2N=C(C=3N(C2=CC1)C=NN3)OC (7-chloro-4-methoxy-[1,2,4]triazolo[4,3-a]quinoxaline), Cl (hydrochloric acid), ice water. The solvent is C(C)(=O)O (acetic acid). Conditions: time 20 minute. Yields the product ClC=1C=C2N=C(C=3N(C2=CC1)C=NN3)O (7-chloro-4-hydroxy-[1,2,4]triazolo[4,3-a]quinoxaline). As a reaction SMILES: [Cl:1][C:2]1[CH:3]=[C:4]2[C:9](=[CH:10][CH:11]=1)[N:8]1[CH:12]=[N:13][N:14]=[C:7]1[C:6]([O:15]C)=[N:5]2.Cl>C(O)(=O)C>[Cl:1][C:2]1[CH:3]=[C:4]2[C:9](=[CH:10][CH:11]=1)[N:8]1[CH:12]=[N:13][N:14]=[C:7]1[C:6]([OH:15])=[N:5]2. Procedure details: A mixture consisting of 3.4 g. (0.014 mole) of 7-chloro-4-methoxy-[1,2,4]triazolo[4,3-a]quinoxaline, 35 ml. of 1N hydrochloric acid and 105 ml. of glacial acetic acid was refluxed for a period of 2.5 hours. Upon completion of this step, the reaction mixture was cooled to room temperature and poured over ice/water. The resulting mixture was then stirred for a period of 20 minutes, filtered and the recovered solid product washed with water and air-dried to constant weight to ultimately afford 2.6 ... Reactants: CN(C)[S+](N(C)C)N(C)C.C[Si-](C)(C)(F)F (TASF), O (water), [N+](=O)([O-])C=1C2=CC=CC=C2C=C2C=CC=CC12 (9-nitroanthracene), CSS(=O)(=O)C (MMTS), CN(C)[S+](N(C)C)N(C)C.C[Si-](C)(C)(F)F (TASF), C1CCOC1 (THF). Run in C(C)#N (acetonitrile). Conditions: time 1 hour. The product is CC(C(=O)OC)(C1C=2C=CC=CC2C(C2=CC=CC=C12)[N+](=O)[O-])C (Methyl α,α-Dimethyl-9-nitro-9,10-dihydroanthracene-10-acetate). RXN SMILES: [N+:1]([C:4]1[C:5]2[C:10]([CH:11]=[C:12]3[C:17]=1[CH:16]=[CH:15][CH:14]=[CH:13]3)=[CH:9][CH:8]=[CH:7][CH:6]=2)([O-:3])=[O:2].CSS(C)(=O)=O.CN([S+](N(C)C)N(C)C)C.[CH3:34][Si-](F)(F)(C)C.[OH2:40].[CH2:41]1[CH2:45][O:44][CH2:43][CH2:42]1>C(#N)C>[CH3:34][C:42]([CH3:41])([CH:11]1[C:10]2[C:5](=[CH:6][CH:7]=[CH:8][CH:9]=2)[CH:4]([N+:1]([O-:3])=[O:2])[C:17]2[CH:16]=[CH:15][CH:14]=[CH:13][C:12]1=2)[C:43]([O:44][CH3:45])=[O:40] |f:2.3|. Procedure details: A solution of 1.115 g (5 mmol) of 9-nitroanthracene and 1.01 mL (5 mmol) of MMTS in 20 mL of anhydrous THF was treated with 1.375 g (5 mmol) of TASF dissolved in 3 mL of acetonitrile at -78° C. After addition of TASF had been completed, the reaction mixture was brought to -10° C. and stirred for 1 hr. Ten mL of water was then added, the mixture was warmed to room temperature, and the product was extracted into ether. The organic layer was washed with saturated sodium chloride solution, dried and... Starting materials: BrBr (bromine), NC1=C(C(=O)O)C=C(C=C1)F (2-Amino-5-fluorobenzoic acid), BrBr (bromine). The solvent is C(Cl)(Cl)Cl (chloroform), C(Cl)(Cl)Cl (chloroform). Run at time 16 hour. Product: NC1=C(C(=O)O)C=C(C=C1Br)F (2-amino-3-bromo-5-fluorobenzoic acid), Br (HBr). Reaction SMILES: [NH2:1][C:2]1[CH:10]=[CH:9][C:8]([F:11])=[CH:7][C:3]=1[C:4]([OH:6])=[O:5].[Br:12]Br>C(Cl)(Cl)Cl>[NH2:1][C:2]1[C:10]([Br:12])=[CH:9][C:8]([F:11])=[CH:7][C:3]=1[C:4]([OH:6])=[O:5].[BrH:12]. Procedure: To 2-Amino-5-fluorobenzoic acid (5 g, 32.2 mmol) in chloroform (90 mL) was added bromine (1.82 mL, 35.4 mmol) in chloroform (10 mL) solution dropwise via an additional funnel. The mixture was stirred at room temperature for 16 hrs. and LC/MS showed about 50% conversion of the starting material. Additional bromine (1.8 mL) was added to the reaction and continued stirring for another 24 hrs. The resulting white precipitate was collected by filtration, washed thoroughly with dichloromethane and air... Yield: 70.0%. Reagents/catalysts: CN(C1=CC=NC=C1)C (4-dimethylaminopyridine). Run at time 18 hour. As a reaction SMILES: [C:1]([CH:4]([CH3:29])[CH2:5][C:6]1[CH:15]=[C:14]2[C:9]([CH:10]=[CH:11][CH:12]=[C:13]2[CH2:16][C:17]2[CH:26]=[CH:25][C:20]([C:21]([O:23][CH3:24])=[O:22])=[CH:19][C:18]=2[O:27][CH3:28])=[CH:8][CH:7]=1)(O)=[O:2].Cl.C[N:32](C)[CH2:33][CH2:34][CH2:35]N=C=NCC.C(N)CC.C(Cl)Cl>CN(C)C1C=CN=CC=1.C(OCC)(=O)C>[CH2:33]([NH:32][C:1]([CH:4]([CH3:29])[CH2:5][C:6]1[CH:15]=[C:14]2[C:9]([CH:10]=[CH:11][CH:12]=[C:13]2[CH2:16][C:17]2[CH:26]=[CH:25][C:20]([C:21]([O:23][CH3:24])=[O:22])=[CH:19][C:18]=2[O:27][CH3:28])=[CH:8][CH:7]=1)=[O:2])[CH2:34][CH3:35] |f:1.2|. Product: C(CC)NC(=O)C(CC1=CC=C2C=CC=C(C2=C1)CC1=C(C=C(C(=O)OC)C=C1)OC)C (methyl 4-[7-[2-(propylcarbamoyl)propyl]naphth-1-ylmethyl]-3-methoxybenzoate). Procedure details: A mixture of methyl 4-[7-(2-carboxypropyl)naphth-1-ylmethyl]-3-methoxybenzoate (1.176 g), 4-dimethylaminopyridine (440 mg), 1-(3-dimethylaminopropyl)-3-ethylcarbodiimide hydrochloride (690 mg), propylamine (0.295 ml) and methylene chloride (20 ml) was stirred for 18 h. Ethyl acetate (100 ml) was added, the solution was washed (1N hydrochloric acid, brine) and dried (MgSO4). Evaporation and flash chromatography, eluting with 2:30:70 triethylamine:ethyl acetate:petroleum ether, gave a solid. Recry... Solvent: C(C)(=O)OCC (Ethyl acetate). Starting materials: C(=O)(O)C(CC1=CC=C2C=CC=C(C2=C1)CC1=C(C=C(C(=O)OC)C=C1)OC)C (methyl 4-[7-(2-carboxypropyl)naphth-1-ylmethyl]-3-methoxybenzoate), Cl.CN(CCCN=C=NCC)C (1-(3-dimethylaminopropyl)-3-ethylcarbodiimide hydrochloride), C(CC)N (propylamine), C(Cl)Cl (methylene chloride). Starting materials: [BH3-]C#N, C=O, Cc1nccn1-c1ccc(Nc2nc(O)c3c(n2)CCNC3)cc1, CC(=O)O, CO, [Na+], O. The product is Cc1nccn1-c1ccc(Nc2nc(O)c3c(n2)CCN(C)C3)cc1. RXN SMILES: [C:31]([BH3-:32])#[N:33].[CH2:25]=[O:26].[CH3:1][c:2]1[n:3](-[c:7]2[cH:8][cH:9][c:10]([NH:13][c:14]3[n:15][c:16]([OH:24])[c:17]4[c:18]([n:19]3)[CH2:20][CH2:21][NH:22][CH2:23]4)[cH:11][cH:12]2)[cH:4][cH:5][n:6]1.[CH3:27][C:28](=[O:29])[OH:30].[CH3:35][OH:36].[Na+:34].[OH2:37]>>[CH3:1][c:2]1[n:3](-[c:7]2[cH:8][cH:9][c:10]([NH:13][c:14]3[n:15][c:16]([OH:24])[c:17]4[c:18]([n:19]3)[CH2:20][CH2:21][N:22]([CH3:27])[CH2:23]4)[cH:11][cH:12]2)[cH:4][cH:5][n:6]1. RXN SMILES: [CH3:25][C:26](=[O:27])[OH:28].[F:1][C:2]([S:3](=[O:4])(=[O:5])[NH:6][CH2:7][CH2:8][CH2:9][CH2:10][CH2:11][NH:12][CH2:13][c:14]1[cH:15][cH:16][cH:17][c:18]2[n:19]1[cH:20][cH:21][n:22]2)([F:23])[F:24]>>[F:1][C:2]([S:3](=[O:4])(=[O:5])[NH:6][CH2:7][CH2:8][CH2:9][CH2:10][CH2:11][N:12]1[CH2:13][c:14]2[cH:15][cH:16][cH:17][c:18]3[n:19]2[c:20]([cH:21][n:22]3)[CH2:25]1)([F:23])[F:24]. Yields the product O=S(=O)(NCCCCCN1Cc2cccc3ncc(n23)C1)C(F)(F)F. Reactants: CC(=O)O, O=S(=O)(NCCCCCNCc1cccc2nccn12)C(F)(F)F. Starting materials: CCC(=C(c1ccccc1)c1ccc(C=CC(=O)O)cc1)c1ccccc1, Cc1ccccc1S(N)(=O)=O. The product is CCC(=C(c1ccccc1)c1ccc(C=CC(=O)NS(=O)(=O)c2ccccc2C)cc1)c1ccccc1. As a reaction SMILES: [c:1]1([C:7](=[C:8]([CH2:9][CH3:10])[c:11]2[cH:12][cH:13][cH:14][cH:15][cH:16]2)[c:17]2[cH:18][cH:19][c:20]([CH:23]=[CH:24][C:25](=[O:26])[OH:27])[cH:21][cH:22]2)[cH:2][cH:3][cH:4][cH:5][cH:6]1.[c:28]1([CH3:38])[c:29]([S:34](=[O:35])(=[O:36])[NH2:37])[cH:30][cH:31][cH:32][cH:33]1>>[c:1]1([C:7](=[C:8]([CH2:9][CH3:10])[c:11]2[cH:12][cH:13][cH:14][cH:15][cH:16]2)[c:17]2[cH:18][cH:19][c:20]([CH:23]=[CH:24][C:25](=[O:26])[NH:37][S:34]([c:29]3[c:28]([CH3:38])[cH:33][cH:32][cH:31][cH:30]3)(=[O:35])=[O:36])[cH:21][cH:22]2)[cH:2][cH:3][cH:4][cH:5][cH:6]1. The reactants are C(C)(=O)OCC=CCOC(C)=O (1,4-diacetoxy-2-butene), C (charcoal). Reagents/catalysts: [Rh] (rhodium). Run in C1=CC=CC=C1 (benzene). Conditions: time 6 hour. Yields the product C(=O)C(=C)CCOC(C)=O (2-formyl-4-acetoxybutene). Yield: 54.0%. As a reaction SMILES: C([O:4][CH2:5][CH:6]=[CH:7][CH2:8][O:9][C:10](=[O:12])[CH3:11])(=O)C.[CH4:13]>C1C=CC=CC=1.[Rh]>[CH:5]([C:6]([CH2:7][CH2:8][O:9][C:10](=[O:12])[CH3:11])=[CH2:13])=[O:4]. Procedure: The procedure of Example 7 was repeated using 1,4-diacetoxy-2-butene (170 g.) and 5% by weight rhodium on 95% by weight charcoal (1.12 g.) in benzene (340 g.). The reaction took 6 hours to go to completion. Work-up in the manner of Example 7 gave a 54% yield of 2-formyl-4-acetoxybutene. Reactants: ClC1=CC(=CC=C1)C(=O)OO (m-chloroperbenzoic acid), S(N)(=O)(=O)NC(CCSC)=N (N-sulfamyl-3-(methylthio)propionamidine). Solvent: C(Cl)(Cl)Cl (chloroform), CO (methanol). Reaction conditions: time 2 hour. Product: S(N)(=O)(=O)NC(CCS(=O)C)=N (N-Sulfamyl-3-(methylsulfinyl)propionamidine). Reaction SMILES: ClC1C=CC=C(C(OO)=[O:9])C=1.[S:12]([NH:16][C:17](=[NH:22])[CH2:18][CH2:19][S:20][CH3:21])(=[O:15])(=[O:14])[NH2:13]>C(Cl)(Cl)Cl.CO>[S:12]([NH:16][C:17](=[NH:22])[CH2:18][CH2:19][S:20]([CH3:21])=[O:9])(=[O:14])(=[O:15])[NH2:13]. Procedure: A solution of commercial 80% pure m-chloroperbenzoic acid (5.4 g, 25 mmol) in chloroform (40 ml) was added dropwise to a solution of N-sulfamyl-3-(methylthio)propionamidine (4.94 g, 25 mmol) in methanol (50 ml) at room temperature. After stirring for two hours, the product was collected by filtration, analytically pure, to give 4.44 g, mp 141°-144°.